Dataset: the Open Reaction Database (ORD), a public repository of structured organic reaction records. Task: describe an organic reaction: reactants, conditions, products, and yield Reactants: C(=O)[O-].[NH4+] (Ammonium formate), N(=[N+]=[N-])[C@@]1([C@H](COCC1)O)C1=CC(=CC=C1)Br ((±)-(3R*,4R*)-4-azido-4-(3-bromophenyl)tetrahydropyran-3-ol). The reagents and catalysts are [Zn] (zinc). The solvent is CO (methanol). Reaction conditions: time 8 hour. Product: N[C@@]1([C@H](COCC1)O)C1=CC(=CC=C1)Br ((±)-(3R*,4R*)-4-amino-4-(3-bromophenyl)tetrahydropyran-3-ol). Yield: 74.6%. As a reaction SMILES: C([O-])=O.[NH4+].[N:5]([C@@:8]1([C:15]2[CH:20]=[CH:19][CH:18]=[C:17]([Br:21])[CH:16]=2)[CH2:13][CH2:12][O:11][CH2:10][C@@H:9]1[OH:14])=[N+]=[N-]>CO.[Zn]>[NH2:5][C@@:8]1([C:15]2[CH:20]=[CH:19][CH:18]=[C:17]([Br:21])[CH:16]=2)[CH2:13][CH2:12][O:11][CH2:10][C@@H:9]1[OH:14] |f:0.1|. Procedure: Ammonium formate (16.9 g) and zinc (5.25 g) were added to a solution of (±)-(3R*,4R*)-4-azido-4-(3-bromophenyl)tetrahydropyran-3-ol (16.0 g) in methanol (250 mL). The mixture was stirred at room temperature overnight, and then the excess of methanol was evaporated under reduced pressure. The residue was diluted with an ammonium chloride solution, and the aqueous layer was extracted with chloroform. The organic layer was washed with an ammonium chloride solution and brine and dried over anhydrous...